From a dataset of the Open Reaction Database (ORD), a public repository of structured organic reaction records. describe an organic reaction: reactants, conditions, products, and yield The reactants are C1(=CC=CC=C1)C(CC(=O)OCC)C1=CNC2=CC(=CC=C12)O (Ethyl 3-phenyl-3-(6-hydroxyindol-3-yl)propionate), BrCCCO (3-bromo-1-propanol), C([O-])([O-])=O.[K+].[K+] (potassium carbonate). Solvent: CC(=O)C (acetone). Product: C1(=CC=CC=C1)C(CC(=O)OCC)C1=CNC2=CC(=CC=C12)OCCCO (ethyl 3-phenyl-3-[6-(3-hydroxypropoxy)indol-3-yl]propionate). As a reaction SMILES: [C:1]1([CH:7]([C:14]2[C:22]3[C:17](=[CH:18][C:19]([OH:23])=[CH:20][CH:21]=3)[NH:16][CH:15]=2)[CH2:8][C:9]([O:11][CH2:12][CH3:13])=[O:10])[CH:6]=[CH:5][CH:4]=[CH:3][CH:2]=1.Br[CH2:25][CH2:26][CH2:27][OH:28].C(=O)([O-])[O-].[K+].[K+]>CC(C)=O>[C:1]1([CH:7]([C:14]2[C:22]3[C:17](=[CH:18][C:19]([O:23][CH2:25][CH2:26][CH2:27][OH:28])=[CH:20][CH:21]=3)[NH:16][CH:15]=2)[CH2:8][C:9]([O:11][CH2:12][CH3:13])=[O:10])[CH:6]=[CH:5][CH:4]=[CH:3][CH:2]=1 |f:2.3.4|. Reported procedure: 1.2 g (3.88 mmol) of 4 are refluxed overnight in 30 ml of acetone together with 0.66 ml (7.6 mmol) of 3-bromo-1-propanol and 2.1 g (15.2 mmol) of potassium carbonate. After cooling, the insoluble residue is filtered off, and the filtrate is evaporated. The crude product can be purified by chromatography on silica gel (eluent gradient toluene/acetone 9:1→4:1), giving ethyl 3-phenyl-3-[6-(3-hydroxypropoxy)indol-3-yl]propionate.